Dataset: the Open Reaction Database (ORD), a public repository of structured organic reaction records. Task: describe an organic reaction: reactants, conditions, products, and yield The reactants are NC1=CC=C(C=C1)NNC(=O)N(C1=C2C(N(C(C2=CC=C1)=O)C)=O)C (1-p-Aminophenyl-4-methyl-4-(2-methyl-1,3-dioxoisoindolin-4-yl)semicarbazide), N1=CC=CC=C1 (pyridine), C(CCCCC)(=O)Cl (Hexanoyl chloride). Run in C(C)#N (acetonitrile), C(C)#N (acetonitrile). Conditions: time 2 hour. Product: C(CCCCC)(=O)NC1=CC=C(C=C1)NNC(=O)N(C1=C2C(N(C(C2=CC=C1)=O)C)=O)C (1-p-Hexanamidophenyl-4-methyl-4-(2-methyl-1,3-dioxoisoindolin-4-yl)semicarbazide). Isolated yield 30.5%. RXN SMILES: [NH2:1][C:2]1[CH:7]=[CH:6][C:5]([NH:8][NH:9][C:10]([N:12]([CH3:25])[C:13]2[CH:21]=[CH:20][CH:19]=[C:18]3[C:14]=2[C:15](=[O:24])[N:16]([CH3:23])[C:17]3=[O:22])=[O:11])=[CH:4][CH:3]=1.N1C=CC=CC=1.[C:32](Cl)(=[O:38])[CH2:33][CH2:34][CH2:35][CH2:36][CH3:37]>C(#N)C>[C:32]([NH:1][C:2]1[CH:7]=[CH:6][C:5]([NH:8][NH:9][C:10]([N:12]([CH3:25])[C:13]2[CH:21]=[CH:20][CH:19]=[C:18]3[C:14]=2[C:15](=[O:24])[N:16]([CH3:23])[C:17]3=[O:22])=[O:11])=[CH:4][CH:3]=1)(=[O:38])[CH2:33][CH2:34][CH2:35][CH2:36][CH3:37]. Procedure details: 1-p-Aminophenyl-4-methyl-4-(2-methyl-1,3-dioxoisoindolin-4-yl)semicarbazide (1.5 g, 4.5 mmole) and pyridine (1 ml) were dissolved in 30 ml of acetonitrile under nitrogen and cooled to +5° C. in an ice bath. Hexanoyl chloride (0.6 g, 4.5 mmole) in 5 ml of acetonitrile was added dropwise. The mixture was stirred 11/2 hours at ice-bath temperature. The resulting solid was filtered to give 0.6 g of product, m.p. 115°-118° C. Recrystallization from acetonitrile and ethyl acetate gave 0.32 g (16% yiel...